From a dataset of the Open Reaction Database (ORD), a public repository of structured organic reaction records. describe an organic reaction: reactants, conditions, products, and yield The reactants are COc1ccc(-c2ccccc2)c2sc(NC(=O)OCc3ccccc3)cc12, [Na+], C1COCCO1, [OH-], O. Product: COc1ccc(-c2ccccc2)c2sc(N)cc12. As a reaction SMILES: [CH2:1]([O:2][C:3](=[O:4])[NH:10][c:11]1[cH:12][c:13]2[c:14]([s:15]1)[c:16](-[c:22]1[cH:23][cH:24][cH:25][cH:26][cH:27]1)[cH:17][cH:18][c:19]2[O:20][CH3:21])[c:5]1[cH:6][cH:7][cH:8][cH:9][cH:28]1.[Na+:30].[O:32]1[CH2:33][CH2:34][O:35][CH2:36][CH2:37]1.[OH-:29].[OH2:31]>>[NH2:10][c:11]1[cH:12][c:13]2[c:14]([s:15]1)[c:16](-[c:22]1[cH:23][cH:24][cH:25][cH:26][cH:27]1)[cH:17][cH:18][c:19]2[O:20][CH3:21].